Dataset: the Open Reaction Database (ORD), a public repository of structured organic reaction records. Task: describe an organic reaction: reactants, conditions, products, and yield The reactants are COC=1C=C(C=C(C1OC)OC)CCC(=O)OCC (Ethyl 3-(3,4,5-trimethoxyphenyl)propionate), C(=O)OCC (ethyl formate), [H-].[Na+] (sodium hydride). Solvent: COCCOC (1,2-dimethoxyethane). Product: C(=O)C(C(=O)OCC)CC1=CC(=C(C(=C1)OC)OC)OC (ethyl 2-formyl-3-(3,4,5-trimethoxyphenyl)-propionate). The yield is 44.0%. Reaction SMILES: [CH3:1][O:2][C:3]1[CH:4]=[C:5]([CH2:13][CH2:14][C:15]([O:17][CH2:18][CH3:19])=[O:16])[CH:6]=[C:7]([O:11][CH3:12])[C:8]=1[O:9][CH3:10].[CH:20](OCC)=[O:21].[H-].[Na+]>COCCOC>[CH:20]([CH:14]([CH2:13][C:5]1[CH:6]=[C:7]([O:11][CH3:12])[C:8]([O:9][CH3:10])=[C:3]([O:2][CH3:1])[CH:4]=1)[C:15]([O:17][CH2:18][CH3:19])=[O:16])=[O:21] |f:2.3|. Reported procedure: Ethyl 3-(3,4,5-trimethoxyphenyl)propionate was reacted with ethyl formate and sodium hydride in 1,2-dimethoxyethane to give crude ethyl 2-formyl-3-(3,4,5-trimethoxyphenyl)-propionate in 44% yield. Starting materials: S1C(=CC2=C1S(CC2)(=O)=O)C(=O)O (4,5-dihydrothieno[2,3-b]thiophene-2-carboxylic acid-6,6-dioxide). The yield is 94.7%. Solvent: N1=CC=CC2=CC=CC=C12 (quinoline), C(C)(=O)OCC (ethyl acetate). Procedure details: Copper dust (13.4 g. 0.20 mol) was added to a solution of 4,5-dihydrothieno[2,3-b]thiophene-2-carboxylic acid-6,6-dioxide (45 g, 0.20 mol) in quinoline (500 mL) in a reaction vessel fitted with an efficient condenser. The well stirred reaction mixture was heated to 180° C. for 1.5 hours under a nitrogen atmosphere. The dark solution was cooled to room temperature and diluted with ethyl acetate (2 L). The solution was washed with 6N HCl, water, saturated sodium bicarbonate, and saturated brine. T... The reagents and catalysts are [Cu] (Copper). Reaction conditions: temperature 180 celsius. Product: S1(CCC2=C1SC=C2)(=O)=O (2,3-dihydrothieno[2,3-b]thiophene-1,1-dioxide). Reaction SMILES: [S:1]1[C:5]2[S:6](=[O:10])(=[O:9])[CH2:7][CH2:8][C:4]=2[CH:3]=[C:2]1C(O)=O>N1C2C(=CC=CC=2)C=CC=1.C(OCC)(=O)C.[Cu]>[S:6]1(=[O:10])(=[O:9])[C:5]2[S:1][CH:2]=[CH:3][C:4]=2[CH2:8][CH2:7]1. Starting materials: COC(COC1=C(C=CC(=C1)Cl)OCC(=O)N1[C@@H](CN([C@H](C1)C)CC1=CC=C(C=C1)F)C)=O ((5-chloro-2-{2-[4-(4-fluoro-benzyl)-(2R,5S)-2,5-dimethyl-piperazin-1-yl]-2-oxo-ethoxy}-phenoxy)-acetic acid methyl ester), O.[OH-].[Li+] (lithium hydroxide monohydrate), Cl (hydrochloric acid). Run in CO (methanol), O1CCCC1 (tetrahydrofuran), O (water). Reaction conditions: time 3 hour. Product: ClC=1C=CC(=C(OCC(=O)O)C1)OCC(=O)N1[C@@H](CN([C@H](C1)C)CC1=CC=C(C=C1)F)C ((5-Chloro-2-{2-[4-(4-fluoro-benzyl)-(2R,5S)-2,5-dimethyl-piperazin-1-yl]-2-oxo-ethoxy}-phenoxy)-acetic acid). Yield: 74.8%. RXN SMILES: C[O:2][C:3](=[O:33])[CH2:4][O:5][C:6]1[CH:11]=[C:10]([Cl:12])[CH:9]=[CH:8][C:7]=1[O:13][CH2:14][C:15]([N:17]1[CH2:22][C@H:21]([CH3:23])[N:20]([CH2:24][C:25]2[CH:30]=[CH:29][C:28]([F:31])=[CH:27][CH:26]=2)[CH2:19][C@H:18]1[CH3:32])=[O:16].O.[OH-].[Li+].Cl>CO.O1CCCC1.O>[Cl:12][C:10]1[CH:9]=[CH:8][C:7]([O:13][CH2:14][C:15]([N:17]2[CH2:22][C@H:21]([CH3:23])[N:20]([CH2:24][C:25]3[CH:26]=[CH:27][C:28]([F:31])=[CH:29][CH:30]=3)[CH2:19][C@H:18]2[CH3:32])=[O:16])=[C:6]([CH:11]=1)[O:5][CH2:4][C:3]([OH:33])=[O:2] |f:1.2.3|. Procedure details: To a solution of (5-chloro-2-{2-[4-(4-fluoro-benzyl)-(2R,5S)-2,5-dimethyl-piperazin-1-yl]-2-oxo-ethoxy}-phenoxy)-acetic acid methyl ester (0.21 g, 0.46 mmol) in methanol (2 mL), tetrahydrofuran (2 mL) and water (1 mL) was added lithium hydroxide monohydrate (0.039 g, 0.93 mmol). The resulting mixture was stirred at ambient temperature for three hours. The reaction was acidifed to pH 4 with 0.2 N aqueous hydrochloric acid and extracted with ethyl acetate. The organic layer was washed with brine, ... Starting materials: N1(CCOCC1)C=1N=C(NC(C1)=O)CC(=O)[O-].[Na+] (sodium [4-(morpholin-4-yl)-6-oxo-1,6-dihydropyrimidin-2-yl]acetate), COCC1NC2=CC=CC=C2C1 (2-(methoxymethyl)indoline), Cl.CN(CCCN=C=NCC)C (N-[3-(dimethylamino)propyl]-N′-ethylcarbodiimide hydrochloride). Run in N1=CC=CC=C1 (pyridine), CN(C=O)C (N,N-dimethylformamide). Product: COCC1N(C2=CC=CC=C2C1)C(CC1=NC(=CC(N1)=O)N1CCOCC1)=O (2-{2-[2-(methoxymethyl)-2,3-dihydro-1 H-indol-1-yl]-2-oxoethyl}-6-(morpholin-4-yl)pyrimidin-4(3H)-one). Yield: 37.2%. As a reaction SMILES: [N:1]1([C:7]2[N:8]=[C:9]([CH2:14][C:15]([O-:17])=O)[NH:10][C:11](=[O:13])[CH:12]=2)[CH2:6][CH2:5][O:4][CH2:3][CH2:2]1.[Na+].[CH3:19][O:20][CH2:21][CH:22]1[CH2:30][C:29]2[C:24](=[CH:25][CH:26]=[CH:27][CH:28]=2)[NH:23]1.Cl.CN(C)CCCN=C=NCC>N1C=CC=CC=1.CN(C)C=O>[CH3:19][O:20][CH2:21][CH:22]1[CH2:30][C:29]2[C:24](=[CH:25][CH:26]=[CH:27][CH:28]=2)[N:23]1[C:15](=[O:17])[CH2:14][C:9]1[NH:10][C:11](=[O:13])[CH:12]=[C:7]([N:1]2[CH2:2][CH2:3][O:4][CH2:5][CH2:6]2)[N:8]=1 |f:0.1,3.4|. Procedure details: The product is prepared according to the procedure described in example 5, using 261 mg of sodium [4-(morpholin-4-yl)-6-oxo-1,6-dihydropyrimidin-2-yl]acetate, 326 mg of 2-(methoxymethyl)indoline and 249 mg of N-[3-(dimethylamino)propyl]-N′-ethylcarbodiimide hydrochloride in a mixture of 162 μl of pyridine and 4.0 ml of N,N-dimethylformamide. 143 mg of 2-{2-[2-(methoxymethyl)-2,3-dihydro-1 H-indol-1-yl]-2-oxoethyl}-6-(morpholin-4-yl)pyrimidin-4(3H)-one are obtained in the form of a beige powder, ... The reactants are N(O)=C(CCC(=O)O)C1=CC=CC=C1 (4-hydroximino-4-phenylbutyric acid), Cl.Cl.C(C)(C)N1CCNCC1 (1-isopropylpiperazine dihydrochloride). Product: C(C)(C)N1CCN(CC1)C(CCC(=NO)C1=CC=CC=C1)=O (1-(4-Isopropylpiperazin-1-yl)-4-phenylbutane-1,4-dione 4-oxime). RXN SMILES: [N:1](=[C:3]([C:9]1[CH:14]=[CH:13][CH:12]=[CH:11][CH:10]=1)[CH2:4][CH2:5][C:6]([OH:8])=O)[OH:2].Cl.Cl.[CH:17]([N:20]1[CH2:25][CH2:24][NH:23][CH2:22][CH2:21]1)([CH3:19])[CH3:18]>>[CH:17]([N:20]1[CH2:25][CH2:24][N:23]([C:6](=[O:8])[CH2:5][CH2:4][C:3]([C:9]2[CH:14]=[CH:13][CH:12]=[CH:11][CH:10]=2)=[N:1][OH:2])[CH2:22][CH2:21]1)([CH3:19])[CH3:18] |f:1.2.3|. Procedure details: Using coupling method A, 4-hydroximino-4-phenylbutyric acid (500 mg, 2.6 mmol) and 1-isopropylpiperazine dihydrochloride (521 mg, 2.6 mmol) afforded, after purification (SiO2: 10% isopropylamine in EtOAc), 730 mg (89%) of the title compound.